This data is from the Open Reaction Database (ORD), a public repository of structured organic reaction records. The task is: describe an organic reaction: reactants, conditions, products, and yield Reactants: CO, CCOC(C)=O, CSc1ccc(C(CC2CCOCC2)c2ccc(-c3ccc(Cl)cn3)[nH]2)nc1, C1CCOC1, O. The product is CS(=O)(=O)c1ccc(C(CC2CCOCC2)c2ccc(-c3ccc(Cl)cn3)[nH]2)nc1. Reaction SMILES: [CH3:35][OH:36].[CH3:37][CH2:38][O:39][C:40](=[O:41])[CH3:42].[Cl:1][c:2]1[cH:3][cH:4][c:5](-[c:8]2[nH:9][c:10]([CH:13]([CH2:14][CH:15]3[CH2:16][CH2:17][O:18][CH2:19][CH2:20]3)[c:21]3[n:22][cH:23][c:24]([S:27][CH3:28])[cH:25][cH:26]3)[cH:11][cH:12]2)[n:6][cH:7]1.[O:29]1[CH2:30][CH2:31][CH2:32][CH2:33]1.[OH2:34]>>[Cl:1][c:2]1[cH:3][cH:4][c:5](-[c:8]2[nH:9][c:10]([CH:13]([CH2:14][CH:15]3[CH2:16][CH2:17][O:18][CH2:19][CH2:20]3)[c:21]3[n:22][cH:23][c:24]([S:27]([CH3:28])(=[O:34])=[O:36])[cH:25][cH:26]3)[cH:11][cH:12]2)[n:6][cH:7]1. The reactants are C(C)(C)(C)OC(=O)N1CCC2(CCN(C2)C(C2=CC=C(C=C2)C=2OC3=C(N2)C=C(C=C3C(C)C)C#N)=O)CC1 (tert-butyl-2-[4-(5-cyano-7-isopropyl-1,3-benzoxazol-2-yl)benzoyl]-2,8-diazaspiro[4.5]decane-8-carboxylate), FC(C(=O)O)(F)F (trifluoroacetic acid), amine. The solvent is ClCCl (dichloromethane). Reaction conditions: temperature 25 celsius, time 1 hour. The product is C1N(CCC12CCNCC2)C(=O)C2=CC=C(C=C2)C=2OC1=C(N2)C=C(C=C1C(C)C)C#N (2-[4-(2,8-Diazaspiro[4.5]dec-2-ylcarbonyl)phenyl]-7-isopropyl-1,3-benzoxazole-5-carbonitrile). Yield: 99.4%. RXN SMILES: C(OC([N:8]1[CH2:39][CH2:38][C:11]2([CH2:15][N:14]([C:16](=[O:37])[C:17]3[CH:22]=[CH:21][C:20]([C:23]4[O:24][C:25]5[C:31]([CH:32]([CH3:34])[CH3:33])=[CH:30][C:29]([C:35]#[N:36])=[CH:28][C:26]=5[N:27]=4)=[CH:19][CH:18]=3)[CH2:13][CH2:12]2)[CH2:10][CH2:9]1)=O)(C)(C)C.FC(F)(F)C(O)=O>ClCCl>[CH2:15]1[C:11]2([CH2:38][CH2:39][NH:8][CH2:9][CH2:10]2)[CH2:12][CH2:13][N:14]1[C:16]([C:17]1[CH:18]=[CH:19][C:20]([C:23]2[O:24][C:25]3[C:31]([CH:32]([CH3:34])[CH3:33])=[CH:30][C:29]([C:35]#[N:36])=[CH:28][C:26]=3[N:27]=2)=[CH:21][CH:22]=1)=[O:37]. Procedure details: To a solution of tert-butyl-2-[4-(5-cyano-7-isopropyl-1,3-benzoxazol-2-yl)benzoyl]-2,8-diazaspiro[4.5]decane-8-carboxylate (92 mg, 0.174 mmol) in dichloromethane (4 ml) was added trifluoroacetic acid (2 ml, 26.0 mmol). The mixture was stirred for 1 h at 25° C., at which point LC/MS analysis showed the desired amine. The mixture was concentrated and then co-concentrated with toluene to provide the title compound (94 mg, 0.173 mmol, 100% yield). Mass spectrum (ESI) 429.2 (M+).